This data is from the Open Reaction Database (ORD), a public repository of structured organic reaction records. The task is: describe an organic reaction: reactants, conditions, products, and yield Reactants: CCc1cccc(C(=O)c2ccccc2F)c1NC(=O)CBr, CCO, Cl, Cl, NO, [Na+], [OH-]. The product is CCc1cccc2c1NC(=O)C[N+]([O-])=C2c1ccccc1F. RXN SMILES: [Br:1][CH2:2][C:3](=[O:4])[NH:5][c:6]1[c:7]([C:8](=[O:9])[c:10]2[c:11]([F:16])[cH:12][cH:13][cH:14][cH:15]2)[cH:17][cH:18][cH:19][c:20]1[CH2:21][CH3:22].[CH3:29][CH2:30][OH:31].[ClH:23].[ClH:28].[NH2:24][OH:25].[Na+:27].[OH-:26]>>[CH2:2]1[C:3](=[O:4])[NH:5][c:6]2[c:7]([cH:17][cH:18][cH:19][c:20]2[CH2:21][CH3:22])[C:8]([c:10]2[c:11]([F:16])[cH:12][cH:13][cH:14][cH:15]2)=[N+:24]1[O-:25]. Starting materials: C(C)(=O)OCC (ethyl acetate), C(C1=CC=CC=C1)(C1=CC=CC=C1)(C1=CC=CC=C1)Cl (Trityl chloride), C(C)(C)N(C(C)C)CC (N,N-diisopropylethylamine), [Si](C)(C)(C(C)(C)C)OC1=CC=C(C=C1)C1=NC2=C(N1C1CCCCC1)C=CC(=C2)C2=NN=NN2 (2-[4-(tert-Butyldimethylsilyoxy)phenyl]-1-cyclohexyl-5-(1H-tetrazol-5-yl)-1H-benzimidazole). Run in O (water), CN(C)C=O (DMF). Reaction conditions: temperature 70 celsius, time 18 hour. Yields the product OC1=CC=C(C=C1)C1=NC2=C(N1C1CCCCC1)C=CC(=C2)C=2N=NN(N2)C(C2=CC=CC=C2)(C2=CC=CC=C2)C2=CC=CC=C2 (2-[4-Hydroxyphenyl]-1-cyclohexyl-5-[2-(trityl)-2H-tetrazol-5-yl]-1H-benzimidazole). The yield is 96.8%. RXN SMILES: [C:1](Cl)([C:14]1[CH:19]=[CH:18][CH:17]=[CH:16][CH:15]=1)([C:8]1[CH:13]=[CH:12][CH:11]=[CH:10][CH:9]=1)[C:2]1[CH:7]=[CH:6][CH:5]=[CH:4][CH:3]=1.C(N(CC)C(C)C)(C)C.[Si]([O:37][C:38]1[CH:43]=[CH:42][C:41]([C:44]2[N:48]([CH:49]3[CH2:54][CH2:53][CH2:52][CH2:51][CH2:50]3)[C:47]3[CH:55]=[CH:56][C:57]([C:59]4[NH:63][N:62]=[N:61][N:60]=4)=[CH:58][C:46]=3[N:45]=2)=[CH:40][CH:39]=1)(C(C)(C)C)(C)C.C(OCC)(=O)C>CN(C=O)C.O>[OH:37][C:38]1[CH:39]=[CH:40][C:41]([C:44]2[N:48]([CH:49]3[CH2:54][CH2:53][CH2:52][CH2:51][CH2:50]3)[C:47]3[CH:55]=[CH:56][C:57]([C:59]4[N:60]=[N:61][N:62]([C:1]([C:14]5[CH:19]=[CH:18][CH:17]=[CH:16][CH:15]=5)([C:8]5[CH:13]=[CH:12][CH:11]=[CH:10][CH:9]=5)[C:2]5[CH:7]=[CH:6][CH:5]=[CH:4][CH:3]=5)[N:63]=4)=[CH:58][C:46]=3[N:45]=2)=[CH:42][CH:43]=1. Procedure: Trityl chloride (4.57 g, 0.0164 mol) and N,N-diisopropylethylamine (2.42 g, 0.0187 mol) were added to a stirred mixture of compound 21 (7.4 g, 0.0156 mol) in DMF (36 mL). The mixture was stirred for 18 h at an oil bath temperature of 70° C. The mixture was cooled and poured into a mixture of ethyl acetate and water to precipitate the fully protected benzimidazole, 2-[4-(tert-butyldimethylsilyoxy)phenyl]-1-cyclohexyl-5-[2-(trityl)-2H-tetrazol-5-yl]-1H-benzimidazole. The solid was collected, washe... The reactants are C(C1=CC=CC=C1)N1C=C(C2=CC(=CC=C12)OCC1=CC=CC=C1)C=CC#N (N-benzyl-5-benzyloxy-3-(2-cyanovinyl)indole), [N-]=[N+]=[N-].[Na+] (sodium azide). Product: C(C1=CC=CC=C1)N1C=C(C2=CC(=CC=C12)OCC1=CC=CC=C1)C=CC1=NN=NN1 (N-benzyl-5-benzyloxy-3-(2-tetrazol-5-ylvinyl)indole). Reaction SMILES: [CH2:1]([N:8]1[C:16]2[C:11](=[CH:12][C:13]([O:17][CH2:18][C:19]3[CH:24]=[CH:23][CH:22]=[CH:21][CH:20]=3)=[CH:14][CH:15]=2)[C:10]([CH:25]=[CH:26][C:27]#[N:28])=[CH:9]1)[C:2]1[CH:7]=[CH:6][CH:5]=[CH:4][CH:3]=1.[N-:29]=[N+:30]=[N-:31].[Na+]>>[CH2:1]([N:8]1[C:16]2[C:11](=[CH:12][C:13]([O:17][CH2:18][C:19]3[CH:24]=[CH:23][CH:22]=[CH:21][CH:20]=3)=[CH:14][CH:15]=2)[C:10]([CH:25]=[CH:26][C:27]2[NH:31][N:30]=[N:29][N:28]=2)=[CH:9]1)[C:2]1[CH:3]=[CH:4][CH:5]=[CH:6][CH:7]=1 |f:1.2|. Reported procedure: Following the procedure of Example 56, N-benzyl-5-benzyloxy-3-(2-cyanovinyl)indole is reacted with the sodium azide to give N-benzyl-5-benzyloxy-3-(2-tetrazol-5-ylvinyl)indole. (m.p. 178°-180° C. (dec.)) Starting materials: CC1=C(C=C(C=C1C)C)S(=O)(=O)[O-].[Na+] (sodium 2,3,5-trimethylbenzene sulfonate), resultant mixture, [NH2-].[Na+] (sodium amide), N (ammonia). Solvent: liquid. Yields the product CC1=C(N)C=C(C=C1C)C (2,3,5-trimethyl aniline). Isolated yield 78.4%. RXN SMILES: [CH3:1][C:2]1[C:7]([CH3:8])=[CH:6][C:5]([CH3:9])=[CH:4][C:3]=1S([O-])(=O)=O.[Na+].[NH2-:15].[Na+].N>>[CH3:1][C:2]1[C:7]([CH3:8])=[CH:6][C:5]([CH3:9])=[CH:4][C:3]=1[NH2:15] |f:0.1,2.3|. Reported procedure: In a 200-ml autoclave were placed 11.2 grams (0.05 mole) of anydrous sodium 2,3,5-trimethylbenzene sulfonate, 5.2 grams (0.13 mole) of sodium amide and 60 ml liquid ammonia in the same manner as in Example 1. The resultant mixture was heated at 160° C for 9 hours. The reaction pressure in the autoclave was 140 atm. during the reaction. After the ammonia was removed, 10 ml of water was added to the reaction mixture for hydrolysis. The product was extracted with ether and the ether was distilled o... The reactants are [OH-].[K+] (potassium hydroxide), IC (iodomethane), [OH-].[K+] (potassium hydroxide), IC (iodomethane), CC1C(CCC1=O)=O (2-methylcyclopentane-1,3-dione), [OH-].[K+] (potassium hydroxide), IC (iodomethane). Run in O1CCOCC1 (dioxane), O (water), O1CCOCC1 (dioxane), O (water), O1CCOCC1 (dioxane), O (water). Run at time 8 hour. The product is CC1(C(CCC1=O)=O)C (2,2-dimethylcyclopentane-1,3-dione). Yield: 67.7%. As a reaction SMILES: [CH3:1][CH:2]1[C:6](=[O:7])[CH2:5][CH2:4][C:3]1=[O:8].[OH-].[K+].I[CH3:12]>O1CCOCC1.O>[CH3:1][C:2]1([CH3:12])[C:6](=[O:7])[CH2:5][CH2:4][C:3]1=[O:8] |f:1.2|. Procedure: A mixture of 2-methylcyclopentane-1,3-dione (49.98 g, 446 mmol), potassium hydroxide (25.5 g, 455 mmol) and iodomethane (30.1 mL, 481 mmol) in dioxane (390 mL) and water (130 mL) was heated to reflux for 5 h. A biphasic mixture of potassium hydroxide (10.4 g), iodomethane (12.5 mL), water (26 mL) and dioxane (78 mL) was added. The mixture was heated at reflux for 3 additional hours and then stirred at ambient temperature overnight. Another portion of a biphasic mixture of potassium hydroxide (10... Reactants: C(C)O[C@@H]1[C@H](C[C@@H]2CC[C@H]3[C@@H]4CCC([C@@]4(C)CC([C@@H]3[C@]2(C1)C)=O)=O)O (2β-ethoxy-3α-hydroxy-5α-androstane-11,17-dione), C(CO)O (ethylene glycol), C(OCC)([O-])[O-] (ethyl orthoformate), C1(=CC=C(C=C1)S(=O)(=O)O)C (p-toluene sulphonic acid). Solvent: C(Cl)(Cl)Cl (chloroform). Conditions: time 8 hour. Product: C1OC2([C@]3(C)[C@@H](CC2)[C@@H]2CC[C@H]4C[C@@H]([C@H](C[C@]4(C)[C@H]2C(C3)=O)OCC)O)OC1 (17,17-Ethylenedioxy-2β-ethoxy-3α-hydroxy-5α-androstan-11-one). As a reaction SMILES: [CH2:1]([O:3][C@H:4]1[CH2:21][C@@:20]2([CH3:22])[C@@H:7]([CH2:8][CH2:9][C@@H:10]3[C@@H:19]2[C:18](=[O:23])[CH2:17][C@@:15]2([CH3:16])[C@H:11]3[CH2:12][CH2:13][C:14]2=[O:24])[CH2:6][C@@H:5]1[OH:25])[CH3:2].[CH2:26](O)[CH2:27][OH:28].C([O-])([O-])OCC.C1(C)C=CC(S(O)(=O)=O)=CC=1>C(Cl)(Cl)Cl>[CH2:26]1[CH2:27][O:28][C:14]2([CH2:13][CH2:12][C@H:11]3[C@H:10]4[C@H:19]([C:18](=[O:23])[CH2:17][C@:15]23[CH3:16])[C@:20]2([CH3:22])[C@H:7]([CH2:6][C@H:5]([OH:25])[C@@H:4]([O:3][CH2:1][CH3:2])[CH2:21]2)[CH2:8][CH2:9]4)[O:24]1. Procedure: A solution of 2β-ethoxy-3α-hydroxy-5α-androstane-11,17-dione (8 g) in chloroform (80 ml) containing ethylene glycol (13 ml), ethyl orthoformate (8.3 ml) and p-toluene sulphonic acid (160 mg) was kept at room temperature overnight. The reaction mixture was washed with sodium bicarbonate solution and water, dried (Na2SO4) and evaporated in vacuo. Purification of the residual froth (8.6 g) by preparative thin layer chromatography over silica (acetone-petroleum ether 3:7) and crystallization from et... As a reaction SMILES: [NH2:1][C:2]1[C:3]([C:24]([NH:26][C:27]2[CH:28]=[N:29][CH:30]=[CH:31][CH:32]=2)=[O:25])=[N:4][C:5]([C:8]2[CH:13]=[CH:12][C:11]([CH2:14][CH2:15][O:16][Si](C(C)(C)C)(C)C)=[CH:10][CH:9]=2)=[CH:6][N:7]=1.[F-].C([N+](CCCC)(CCCC)CCCC)CCC>C1COCC1>[NH2:1][C:2]1[C:3]([C:24]([NH:26][C:27]2[CH:28]=[N:29][CH:30]=[CH:31][CH:32]=2)=[O:25])=[N:4][C:5]([C:8]2[CH:13]=[CH:12][C:11]([CH2:14][CH2:15][OH:16])=[CH:10][CH:9]=2)=[CH:6][N:7]=1 |f:1.2|. Solvent: C1CCOC1 (THF). The reactants are NC=1C(=NC(=CN1)C1=CC=C(C=C1)CCO[Si](C)(C)C(C)(C)C)C(=O)NC=1C=NC=CC1 (3-Amino-6-(4-(2-(tert-butyldimethylsilyloxy)ethyl)phenyl)-N-(pyridin-3-yl)pyrazine-2-carboxamide), [F-].C(CCC)[N+](CCCC)(CCCC)CCCC (tetrabutyl ammonium fluoride). Procedure details: A solution of the product of step (ii) (4.1 g, 9.13 mmol) and tetrabutyl ammonium fluoride (4.8 g, 18.3 mmol) in THF (150 mL) was stirred at room temperature overnight. The mixture was concentrated in vacuo and the residue extracted with dichloromethane and washed with water. The combined organic layers were dried overanhydrous sodium sulphate, filtered and concentrated in vacuo to obtain the subtitle compounds (2.5 g). Isolated yield 81.7%. Product: NC=1C(=NC(=CN1)C1=CC=C(C=C1)CCO)C(=O)NC=1C=NC=CC1 (3-Amino-6-(4-(2-hydroxyethyl)phenyl)-N-(pyridin-3-yl)pyrazine-2-carboxamide). The reactants are BrB(Br)Br, ClCCl, COc1cc(F)cc(F)c1C=O. The product is O=Cc1c(O)cc(F)cc1F. As a reaction SMILES: [B:13]([Br:14])([Br:15])[Br:16].[Cl:17][CH2:18][Cl:19].[F:1][c:2]1[c:3]([CH:4]=[O:5])[c:6]([O:11][CH3:12])[cH:7][c:8]([F:10])[cH:9]1>>[F:1][c:2]1[c:3]([CH:4]=[O:5])[c:6]([OH:11])[cH:7][c:8]([F:10])[cH:9]1. Reactants: C(#N)C(C(=O)OC)=C(SC)SC (2-cyano-3,3-bis(methylthio)-2-propenoic acid, methyl ester), C(C)N (ethylamine). The solvent is C(OC)COC (dimethoxyethane), C(OC)COC (dimethoxyethane). Product: C(#N)C(C(=O)OC)=C(SC)NCC (2-cyano-3-ethylamino-3-methylthio-2-propenoic acid, methyl ester). Yield: 90.0%. Reaction SMILES: [C:1]([C:3](=[C:8](SC)[S:9][CH3:10])[C:4]([O:6][CH3:7])=[O:5])#[N:2].[CH2:13]([NH2:15])[CH3:14]>C(COC)OC>[C:1]([C:3](=[C:8]([NH:15][CH2:13][CH3:14])[S:9][CH3:10])[C:4]([O:6][CH3:7])=[O:5])#[N:2]. Procedure: To a suspension of 2-cyano-3,3-bis(methylthio)-2-propenoic acid, methyl ester (8.12 g, 1 eq) in dimethoxyethane (14 mL) was added a solution of ethylamine (2.16 g, 1.2 eq.) in dimethoxyethane (6.5 mL). The suspension turned to solution, and a white solid began to precipitate. After about 10 min the solvent was removed and the residue was filtered with diethyl ether to yield 2-cyano-3-ethylamino-3-methylthio-2-propenoic acid, methyl ester (7.2 g): mp 86°-88° C. The reactants are C, CCOC(=O)C(C)(C)C(=O)C(COC(C)(C)C)NC(=O)OCc1ccccc1, CO, [Pd]. Product: CC(C)(C)OCC1NC(=O)C(C)(C)C1=O. As a reaction SMILES: [C:31].[CH2:1]([O:2][C:3](=[O:7])[NH:11][CH:12]([C:13]([C:14]([C:15]([O:4][CH2:5][CH3:6])=[O:16])([CH3:20])[CH3:21])=[O:22])[CH2:23][O:24][C:25]([CH3:26])([CH3:27])[CH3:28])[c:8]1[cH:9][cH:10][cH:17][cH:18][cH:19]1.[CH3:29][OH:30].[Pd:32]>>[NH:11]1[CH:12]([CH2:23][O:24][C:25]([CH3:26])([CH3:27])[CH3:28])[C:13](=[O:22])[C:14]([CH3:20])([CH3:21])[C:15]1=[O:16].